This data is from the Open Reaction Database (ORD), a public repository of structured organic reaction records. The task is: describe an organic reaction: reactants, conditions, products, and yield The reactants are C(C)C(C(=O)[O-])(C(=O)[O-])CC (diethylmalonate), C1(=CC=CC=C1)C1=C(C=CC=C1)O (2-phenyl phenol), C([O-])([O-])=O.[Cs+].[Cs+] (cesium carbonate), ClC1=C(C=C(C=C1)[N+](=O)[O-])I (1-chloro-2-iodo-4-nitro-benzene), C1CCOC1 (THF). Reagents/catalysts: [Cu]I (CuI). Conditions: temperature 70 celsius. Product: C(C)OC(C(C(=O)OCC)C1=C(C=CC(=C1)[N+](=O)[O-])Cl)=O (2-(2-chloro-5-nitro-phenyl)-malonic acid diethyl ester). Yield: 688.0%. RXN SMILES: [Cl:1][C:2]1[CH:7]=[CH:6][C:5]([N+:8]([O-:10])=[O:9])=[CH:4][C:3]=1I.C([C:14](CC)([C:18]([O-:20])=[O:19])[C:15]([O-:17])=[O:16])C.[C:23]1(C2C=CC=CC=2O)C=CC=C[CH:24]=1.C(=O)([O-])[O-].[Cs+].[Cs+].[CH2:42]1COC[CH2:43]1>[Cu]I>[CH2:23]([O:20][C:18](=[O:19])[CH:14]([C:3]1[CH:4]=[C:5]([N+:8]([O-:10])=[O:9])[CH:6]=[CH:7][C:2]=1[Cl:1])[C:15]([O:17][CH2:42][CH3:43])=[O:16])[CH3:24] |f:3.4.5|. Procedure: To a suspension of 1-chloro-2-iodo-4-nitro-benzene (3.0 g, 10.58 mmol) in THF (11 ml) was added diethylmalonate (3.22 ml, 21.16 mmol), CuI (0.1 g, 0.529 mmol), 2-phenyl phenol (0.18 g, 1.058 mmol), and cesium carbonate (5.17 g, 15.87 mmol). The mixture was heated in a sealed tube at 70° C. for 28 hours. The mixture was cooled and partitioned between saturated aqueous ammonium chloride and EtOAc. The organic layer was separated, washed with water and brine, dried over MgSO4, filtered and concentr... Reactants: solution, CuSO4.5H2O, C(CCCCCCC\C=C/C\C=C/CCCCC)C(CCCCCCCC\C=C/C\C=C/CCCCC)N=[N+]=[N-] (dilinoleyl methyl azide), CN(CC#C)C (3-dimethylamino-1-propyne), O=C1C(O)=C([O-])[C@H](O1)[C@@H](O)CO.[Na+] (sodium ascorbate). The solvent is O (water), O (H2O), O (H2O), C(C)(C)(C)O (tert-butyl alcohol). Conditions: time 96 hour. Product: CCCCC\C=C/C\C=C/CCCCCCCCC(CCCCCCCC\C=C/C\C=C/CCCCC)N1N=NC(=C1)CN(C)C (1-(1-((6Z,9Z,28Z,31Z)-heptatriaconta-6,9,28,31-tetraen-19-yl)-1H-1,2,3-triazol-4-yl)-N,N-dimethylmethanamine). Isolated yield 91.4%. Reaction SMILES: [CH2:1]([CH:19]([N:38]=[N+:39]=[N-:40])[CH2:20][CH2:21][CH2:22][CH2:23][CH2:24][CH2:25][CH2:26][CH2:27]/[CH:28]=[CH:29]\[CH2:30]/[CH:31]=[CH:32]\[CH2:33][CH2:34][CH2:35][CH2:36][CH3:37])[CH2:2][CH2:3][CH2:4][CH2:5][CH2:6][CH2:7][CH2:8]/[CH:9]=[CH:10]\[CH2:11]/[CH:12]=[CH:13]\[CH2:14][CH2:15][CH2:16][CH2:17][CH3:18].[CH3:41][N:42]([CH3:46])[CH2:43][C:44]#[CH:45].O=C1O[C@H]([C@H](CO)O)C([O-])=C1O.[Na+]>O.C(O)(C)(C)C>[CH3:18][CH2:17][CH2:16][CH2:15][CH2:14]/[CH:13]=[CH:12]\[CH2:11]/[CH:10]=[CH:9]\[CH2:8][CH2:7][CH2:6][CH2:5][CH2:4][CH2:3][CH2:2][CH2:1][CH:19]([N:38]1[CH:45]=[C:44]([CH2:43][N:42]([CH3:46])[CH3:41])[N:40]=[N:39]1)[CH2:20][CH2:21][CH2:22][CH2:23][CH2:24][CH2:25][CH2:26][CH2:27]/[CH:28]=[CH:29]\[CH2:30]/[CH:31]=[CH:32]\[CH2:33][CH2:34][CH2:35][CH2:36][CH3:37] |f:2.3|. Procedure: A solution of dilinoleyl methyl azide (500 mg, 0.90 mmol) and 3-dimethylamino-1-propyne (75 mg, 0.90 mmol) in H2O and tert-butyl alcohol (1:1, 12 mL) was treated with sodium ascorbate (0.090 mmol, 17.94 taken from a 1M solution in water), followed by CuSO4.5H2O (2.3 mg, dissolved in 30 μL of water) and stirred (96 h). The solution was then diluted with H2O (50 mL) and extracted with CH2Cl2 (3×), dried (Na2SO4), filtered, concentrated and purified via column chromatography (2%→4% MeOH/CH2Cl2) to ... Starting materials: NC1=NC2(c3ccccc3F)COCC2CO1, [Na+], [OH-], O, O=[N+]([O-])O, O=S(=O)(O)O. The product is NC1=NC2(c3cc([N+](=O)[O-])ccc3F)COCC2CO1. RXN SMILES: [F:1][c:2]1[c:3]([C:8]23[N:9]=[C:10]([NH2:17])[O:11][CH2:12][CH:13]2[CH2:14][O:15][CH2:16]3)[cH:4][cH:5][cH:6][cH:7]1.[Na+:24].[OH-:23].[OH2:22].[OH:18][N+:19]([O-:20])=[O:21].[S:25](=[O:26])(=[O:27])([OH:28])[OH:29]>>[F:1][c:2]1[c:3]([C:8]23[N:9]=[C:10]([NH2:17])[O:11][CH2:12][CH:13]2[CH2:14][O:15][CH2:16]3)[cH:4][c:5]([N+:19](=[O:18])[O-:20])[cH:6][cH:7]1. Reaction SMILES: [CH3:1][S:2][c:3]1[cH:4][cH:5][c:6](-[n:9]2[n:10][n:11][n:12][cH:13]2)[cH:7][cH:8]1.[OH:14][OH:15].[cH:16]1[cH:17][cH:18][cH:19][cH:20][cH:21]1>>[CH3:1][S:2]([c:3]1[cH:4][cH:5][c:6](-[n:9]2[n:10][n:11][n:12][cH:13]2)[cH:7][cH:8]1)=[O:14]. Reactants: CSc1ccc(-n2cnnn2)cc1, OO, c1ccccc1. Product: CS(=O)c1ccc(-n2cnnn2)cc1. The reactants are CSC(Oc1ccc2ncc(Br)cc2c1)C(=O)NC(C)(C)CO, ClCCl. Product: CSC(Oc1ccc2ncc(Br)cc2c1)C(=O)NC(C)(C)C=O. As a reaction SMILES: [Br:1][c:2]1[cH:3][n:4][c:5]2[cH:6][cH:7][c:8]([O:12][CH:13]([C:14](=[O:15])[NH:16][C:17]([CH2:18][OH:19])([CH3:20])[CH3:21])[S:22][CH3:23])[cH:9][c:10]2[cH:11]1.[Cl:24][CH2:25][Cl:26]>>[Br:1][c:2]1[cH:3][n:4][c:5]2[cH:6][cH:7][c:8]([O:12][CH:13]([C:14](=[O:15])[NH:16][C:17]([CH:18]=[O:19])([CH3:20])[CH3:21])[S:22][CH3:23])[cH:9][c:10]2[cH:11]1. Reactants: CS(=O)c1cc(O)ccc1OCc1ccccc1, CI, CO, CC(C)[N-]C(C)C, [Li+], C1CCOC1. Product: CCS(=O)c1cc(O)ccc1OCc1ccccc1. As a reaction SMILES: [CH2:1]([c:2]1[cH:3][cH:4][cH:5][cH:6][cH:7]1)[O:8][c:9]1[c:10]([S:16](=[O:17])[CH3:18])[cH:11][c:12]([OH:15])[cH:13][cH:14]1.[CH3:27][I:28].[CH3:29][OH:30].[CH:19]([N-:20][CH:21]([CH3:22])[CH3:23])([CH3:24])[CH3:25].[Li+:26].[O:31]1[CH2:32][CH2:33][CH2:34][CH2:35]1>>[CH2:1]([c:2]1[cH:3][cH:4][cH:5][cH:6][cH:7]1)[O:8][c:9]1[c:10]([S:16](=[O:17])[CH2:18][CH3:19])[cH:11][c:12]([OH:15])[cH:13][cH:14]1.